Dataset: the Open Reaction Database (ORD), a public repository of structured organic reaction records. Task: describe an organic reaction: reactants, conditions, products, and yield Conditions: time 18 hour. Run in O (water), C1(=CC=CC=C1)C (toluene), O (water), C1(=CC=CC=C1)C (toluene). Reported procedure: This was prepared according to the procedure of A. Petric et al. (Bioorg. Med. Chem. Lett. 1998, 8, 1455). To a stirred solution of 1-phenyl-8-(1-phenylcycloheptyl)-1,3,8-triazaspiro[4.5]decan-4-one (54.3 mg, 0.135 mmol) in toluene (0.3 ml) was added a solution of NaOH (23.8 mg, 0.595 mmol) in water (0.5 ml), n-Bu4NHSO4 (70.8 mg, 0.209 mmol), and a solution of N-(t-butoxycarbonyl)-3-bromopropylamine (65.3 mg, 0.274 mmol, this was reported by B. H. Lee et al. J. Org. Chem. 1983, 48, 24) in toluen... Reaction SMILES: [C:1]1([N:7]2[C:11]3([CH2:16][CH2:15][N:14]([C:17]4([C:24]5[CH:29]=[CH:28][CH:27]=[CH:26][CH:25]=5)[CH2:23][CH2:22][CH2:21][CH2:20][CH2:19][CH2:18]4)[CH2:13][CH2:12]3)[C:10](=[O:30])[NH:9][CH2:8]2)[CH:6]=[CH:5][CH:4]=[CH:3][CH:2]=1.[OH-].[Na+].C(OC([NH:40][CH2:41][CH2:42][CH2:43]Br)=O)(C)(C)C>C1(C)C=CC=CC=1.O.[N+](CCCC)(CCCC)(CCCC)CCCC.[O-]S(O)(=O)=O>[NH2:40][CH2:41][CH2:42][CH2:43][N:9]1[C:10](=[O:30])[C:11]2([CH2:16][CH2:15][N:14]([C:17]3([C:24]4[CH:29]=[CH:28][CH:27]=[CH:26][CH:25]=4)[CH2:18][CH2:19][CH2:20][CH2:21][CH2:22][CH2:23]3)[CH2:13][CH2:12]2)[N:7]([C:1]2[CH:2]=[CH:3][CH:4]=[CH:5][CH:6]=2)[CH2:8]1 |f:1.2,6.7|. Product: NCCCN1CN(C2(C1=O)CCN(CC2)C2(CCCCCC2)C2=CC=CC=C2)C2=CC=CC=C2 (3-(3-Aminopropyl)-1-phenyl-8-(1-phenylcycloheptyl)-1,3,8-triazaspiro[4.5]decan-4-one). The reactants are C1(=CC=CC=C1)N1CNC(C12CCN(CC2)C2(CCCCCC2)C2=CC=CC=C2)=O (1-phenyl-8-(1-phenylcycloheptyl)-1,3,8-triazaspiro[4.5]decan-4-one), [OH-].[Na+] (NaOH), C(C)(C)(C)OC(=O)NCCCBr (N-(t-butoxycarbonyl)-3-bromopropylamine). Reagents/catalysts: [N+](CCCC)(CCCC)(CCCC)CCCC.[O-]S(=O)(=O)O (n-Bu4NHSO4). Isolated yield 71.8%. Starting materials: C(C1=CC=CC=C1)(=O)N1CCN(CC1)C=1C=CC(=C(C1)NC1=CC=CC=C1)[N+](=O)[O-] (5-(4-benzoylpiperazin-1-yl)-2-nitro-N-phenylbenzenamine), C(C1=CC=CC=C1)Br (benzylbromide), [OH-].[K+] (potassium hydroxide). Reagents/catalysts: [I-].C(CCC)[N+](CCCC)(CCCC)CCCC (tetra-butyl ammonium iodide). Solvent: C1(=CC=CC=C1)C (toluene). Reaction conditions: time 8 hour. Yields the product C(C1=CC=CC=C1)N(C1=C(C=CC(=C1)N1CCN(CC1)C(C1=CC=CC=C1)=O)[N+](=O)[O-])C1=CC=CC=C1 (N-benzyl-5-(4-benzoylpiperazin-1-yl)-2-nitro-N-phenylbenzenamine). The yield is 89.3%. RXN SMILES: [C:1]([N:9]1[CH2:14][CH2:13][N:12]([C:15]2[CH:16]=[CH:17][C:18]([N+:28]([O-:30])=[O:29])=[C:19]([NH:21][C:22]3[CH:27]=[CH:26][CH:25]=[CH:24][CH:23]=3)[CH:20]=2)[CH2:11][CH2:10]1)(=[O:8])[C:2]1[CH:7]=[CH:6][CH:5]=[CH:4][CH:3]=1.[CH2:31](Br)[C:32]1[CH:37]=[CH:36][CH:35]=[CH:34][CH:33]=1.[OH-].[K+]>[I-].C([N+](CCCC)(CCCC)CCCC)CCC.C1(C)C=CC=CC=1>[CH2:31]([N:21]([C:22]1[CH:23]=[CH:24][CH:25]=[CH:26][CH:27]=1)[C:19]1[CH:20]=[C:15]([N:12]2[CH2:11][CH2:10][N:9]([C:1](=[O:8])[C:2]3[CH:7]=[CH:6][CH:5]=[CH:4][CH:3]=3)[CH2:14][CH2:13]2)[CH:16]=[CH:17][C:18]=1[N+:28]([O-:30])=[O:29])[C:32]1[CH:37]=[CH:36][CH:35]=[CH:34][CH:33]=1 |f:2.3,4.5|. Procedure details: A suspension of 5-(4-benzoylpiperazin-1-yl)-2-nitro-N-phenylbenzenamine (1.0 g, 2.5 mmol), benzylbromide (0.3 ml, 2.5 mmol), potassium hydroxide (0.18 g, 3.2 mmol) and tetra-butyl ammonium iodide (0.05 g, 0.25 mmol) in 40 ml toluene was stirred at room temperature overnight. The red solids were filtered to get N-benzyl-5-(4-benzoylpiperazin-1-yl)-2-nitro-N-phenylbenzenamine (1.1 g, 90%). 1H NMR (500 MHz, DMSO-d6) δ (ppm) 3.40-3.58 (m, br, 8H), 4.94 (s, 2H), 6.30 (d, J=8.0 Hz, 2H), 6.73 (t, J=7.2... The reactants are N#Cc1cccc(N=C=O)c1, C1CCOC1, [NH4+], [OH-]. Yields the product N#Cc1cccc(NC(N)=O)c1. Reaction SMILES: [C:1](#[N:2])[c:3]1[cH:4][c:5]([N:9]=[C:10]=[O:11])[cH:6][cH:7][cH:8]1.[CH2:14]1[O:15][CH2:16][CH2:17][CH2:18]1.[NH4+:12].[OH-:13]>>[C:1](#[N:2])[c:3]1[cH:4][c:5]([NH:9][C:10](=[O:11])[NH2:12])[cH:6][cH:7][cH:8]1.